From a dataset of the Open Reaction Database (ORD), a public repository of structured organic reaction records. describe an organic reaction: reactants, conditions, products, and yield Reactants: [N+](=O)([O-])C=1C=C(C=CC1)C=CC(=O)O (3-(3-nitrophenyl)propenoic acid), S(=O)(Cl)Cl (thionyl chloride). Solvent: C1=CC=CC=C1 (benzene). The product is [N+](=O)([O-])C=1C=C(C=CC1)C=CC(=O)Cl (3-(3-Nitrophenyl)propenoyl Chloride). The yield is 91.0%. Reaction SMILES: [N+:1]([C:4]1[CH:5]=[C:6]([CH:10]=[CH:11][C:12]([OH:14])=O)[CH:7]=[CH:8][CH:9]=1)([O-:3])=[O:2].S(Cl)([Cl:17])=O>C1C=CC=CC=1>[N+:1]([C:4]1[CH:5]=[C:6]([CH:10]=[CH:11][C:12]([Cl:17])=[O:14])[CH:7]=[CH:8][CH:9]=1)([O-:3])=[O:2]. Procedure details: A mixture of 50 g. of 3-(3-nitrophenyl)propenoic acid, 24.54 ml. of thionyl chloride and 300 ml. of benzene were heated under reflux for 2.5 hours. The cooled solution was filtered and then it was evaporated in vacuo. The residue was recrystallized from carbon tetrachloride, to give 49.9 g. (91% yield) of the title compound, m.p. 81°-83.5° C. Starting materials: CN=C=O (methyl isocyanate), C(C)OCC (diethyl ether), [N+](=O)([O-])C=1C=C(C=CC1C)NO (N-(3-nitro-4-methylphenyl)-hydroxylamine), CCOCC (ether). Product: [N+](=O)([O-])C=1C=C(C=CC1C)N1OC(N(C1=O)C)=O (2-(3'-Nitro-4'-methylphenyl)-4-methyl-1,2,4-oxadiazolidine-3,5-dione). Reaction SMILES: [CH3:1][N:2]=[C:3]=[O:4].[N+:5]([C:8]1[CH:9]=[C:10]([NH:15][OH:16])[CH:11]=[CH:12][C:13]=1[CH3:14])([O-:7])=[O:6].C([O:19][CH2:20]C)C>>[N+:5]([C:8]1[CH:9]=[C:10]([N:15]2[C:3](=[O:4])[N:2]([CH3:1])[C:20](=[O:19])[O:16]2)[CH:11]=[CH:12][C:13]=1[CH3:14])([O-:7])=[O:6]. Procedure details: A solution of methyl isocyanate (4.1 g; 4.6 ml.) in diethyl ether (20 ml.) was added with stirring to a solution of N-(3-nitro-4-methylphenyl)-hydroxylamine (12.0 g.) in ether (70 ml.) at room temperature over a period of about 10 minutes. The yellow precipitate 1-methyl-3-(3'-nitro-4'-methylphenyl)-3-hydroxyurea which formed was filtered and air dried.